From a dataset of the Open Reaction Database (ORD), a public repository of structured organic reaction records. describe an organic reaction: reactants, conditions, products, and yield The reactants are F\C(=C(/I)\F)\C1CCC(CC1)CCC (1-((Z)-1,2-difluoro-2-iodovinyl)-4-propylcyclohexane), FC1=C(C=CC(=C1F)OCC)B(O)O (2,3-difluoro-4-ethoxybenzeneboronic acid), tetrakistriphenylpalladium(0), C([O-])([O-])=O.[Na+].[Na+] (sodium carbonate), O (Water). The solvent is C(C)O.C1(=CC=CC=C1)C (ethanol toluene). Yields the product F\C(=C(/C1CCC(CC1)CCC)\F)\C1=C(C(=C(C=C1)OCC)F)F (1-[(E)-1,2-difluoro-2-(4-propylcyclohexyl)vinyl]-4-ethoxy-2,3-difluorobenzene). Reaction SMILES: [F:1]/[C:2](/[CH:6]1[CH2:11][CH2:10][CH:9]([CH2:12][CH2:13][CH3:14])[CH2:8][CH2:7]1)=[C:3](/[F:5])\I.[F:15][C:16]1[C:21]([F:22])=[C:20]([O:23][CH2:24][CH3:25])[CH:19]=[CH:18][C:17]=1B(O)O.C(=O)([O-])[O-].[Na+].[Na+].O>C(O)C.C1(C)C=CC=CC=1>[F:5]/[C:3](/[C:17]1[CH:18]=[CH:19][C:20]([O:23][CH2:24][CH3:25])=[C:21]([F:22])[C:16]=1[F:15])=[C:2](/[F:1])\[CH:6]1[CH2:11][CH2:10][CH:9]([CH2:12][CH2:13][CH3:14])[CH2:8][CH2:7]1 |f:2.3.4,6.7|. Procedure: 6.30 g (20.1 mmol) of 1-((Z)-1,2-difluoro-2-iodovinyl)-4-propylcyclohexane and 4.86 g (24.1 mmol) of 2,3-difluoro-4-ethoxybenzeneboronic acid are refluxed for 19 h together with 1.16 g (1.0 mmol) of tetrakistriphenylpalladium(0) and 20 ml (20 mmol) of sodium carbonate solution (2 M) in 90 ml of ethanol/toluene (2:1). Water is added, and the batch is extracted with MTBE. The aqueous phase is extracted with MTBE, and the combined organic phases are washed with water. The solution is dried using so... Starting materials: CCOC(C)=O, Fc1ccc(-c2nn3ccccc3c2-c2cc(F)nc(F)c2)cc1, NCc1ccccc1. Yields the product Fc1ccc(-c2nn3ccccc3c2-c2cc(F)nc(NCc3ccccc3)c2)cc1. Reaction SMILES: [CH3:33][CH2:34][O:35][C:36](=[O:37])[CH3:38].[F:1][c:2]1[n:3][c:4]([F:24])[cH:5][c:6](-[c:8]2[c:9](-[c:17]3[cH:18][cH:19][c:20]([F:23])[cH:21][cH:22]3)[n:10][n:11]3[c:12]2[cH:13][cH:14][cH:15][cH:16]3)[cH:7]1.[NH2:25][CH2:26][c:27]1[cH:28][cH:29][cH:30][cH:31][cH:32]1>>[c:2]1([NH:25][CH2:26][c:27]2[cH:28][cH:29][cH:30][cH:31][cH:32]2)[n:3][c:4]([F:24])[cH:5][c:6](-[c:8]2[c:9](-[c:17]3[cH:18][cH:19][c:20]([F:23])[cH:21][cH:22]3)[n:10][n:11]3[c:12]2[cH:13][cH:14][cH:15][cH:16]3)[cH:7]1.